This data is from the Open Reaction Database (ORD), a public repository of structured organic reaction records. The task is: describe an organic reaction: reactants, conditions, products, and yield Starting materials: [H-].[Na+] (sodium hydride), FC(C(CCCCCC)O)(F)F (1-trifluoromethyl-heptanol), [Na] (sodium), FC(C(CCCCCC)O)(F)F (1-trifluoromethyl-heptanol), [H][H] (hydrogen), IC1=CC=C(C#N)C=C1 (p-iodo-benzonitrile). Solvent: CN(C)C=O (DMF), O (water). Yields the product FC(C(CCCCCC)OC1=CC=C(C#N)C=C1)(F)F (p-(1-trifluoromethyl-heptyloxy)- benzonitrile). Reaction SMILES: [H-].[Na+].[F:3][C:4]([F:14])([F:13])[CH:5]([OH:12])[CH2:6][CH2:7][CH2:8][CH2:9][CH2:10][CH3:11].[H][H].[Na].I[C:19]1[CH:26]=[CH:25][C:22]([C:23]#[N:24])=[CH:21][CH:20]=1>O.CN(C=O)C>[F:3][C:4]([F:13])([F:14])[CH:5]([O:12][C:19]1[CH:26]=[CH:25][C:22]([C:23]#[N:24])=[CH:21][CH:20]=1)[CH2:6][CH2:7][CH2:8][CH2:9][CH2:10][CH3:11] |f:0.1,^1:16|. Procedure details: Into 100 ml of dry DMF containing 0.86 g of sodium hydride (purity 60%), were added dropwise 3.9 g of R-form oa 1-trifluoromethyl-heptanol, at room temperature with such a speed not causing too rapid generation of hydrogen, to prepare sodium salt (alkoxide) of R-form oa 1-trifluoromethyl-heptanol. After addition was over, stirring was continued further an hour at room temperature, followed by adding thereto 4.80 g of p-iodo-benzonitrile and then refluxing for 2 hours. After cooling, the product ... Starting materials: CC1=C(C(=NC=2N1C=CN2)O)C2=CC=CC=C2 (5-methyl-6-phenylimidazo[1,2-a]pyrimidin-7-ol), O=P(Cl)(Cl)Cl (POCl3). Reaction SMILES: [CH3:1][C:2]1[N:7]2[CH:8]=[CH:9][N:10]=[C:6]2[N:5]=[C:4](O)[C:3]=1[C:12]1[CH:17]=[CH:16][CH:15]=[CH:14][CH:13]=1.O=P(Cl)(Cl)[Cl:20]>>[Cl:20][C:4]1[C:3]([C:12]2[CH:17]=[CH:16][CH:15]=[CH:14][CH:13]=2)=[C:2]([CH3:1])[N:7]2[CH:8]=[CH:9][N:10]=[C:6]2[N:5]=1. The product is ClC1=NC=2N(C(=C1C1=CC=CC=C1)C)C=CN2 (7-chloro-5-methyl-6-phenylimidazo[1,2-a]pyrimidine). Procedure: 250 mg of the product of step 1 and 10 ml POCl3 are heated to 100° C. for 1 h. The excess POCl3 is removed by distillation and the residue is treated with ice and diluted with dichloromethane. The phases are separated, the aqueous layer is extracted twice with dichloromethane, the combined organic layers are dried over Na2SO4 and concentrated to give the crude product. Starting materials: ClC1=C(C=CC(=C1)F)C(=O)N1CC=2N(CC3=C1C=CC=C3)C=CC2 ((2-chloro-4-fluorophenyl)-(5H,11H-pyrrolo[2,1-c][1,4]benzodiazepin-10-yl)-methanone), N1N=CC=C1 (pyrazole), [H-].[Na+] (sodium hydride), CCCCCC (hexane). The solvent is CN(C=O)C (dimethylformamide). Product: ClC1=C(C=CC(=C1)N1N=CC=C1)C(=O)N1CC=2N(CC3=C1C=CC=C3)C=CC2 ((2-Chloro-4-pyrazol-1-yl-phenyl)(5H,11H-Pyrrolo [2,1-c][1,4]benzodiazepin-10-yl)-methanone). Reaction SMILES: [Cl:1][C:2]1[CH:7]=[C:6](F)[CH:5]=[CH:4][C:3]=1[C:9]([N:11]1[C:17]2[CH:18]=[CH:19][CH:20]=[CH:21][C:16]=2[CH2:15][N:14]2[CH:22]=[CH:23][CH:24]=[C:13]2[CH2:12]1)=[O:10].[H-].[Na+].CCCCCC.[NH:33]1[CH:37]=[CH:36][CH:35]=[N:34]1>CN(C)C=O>[Cl:1][C:2]1[CH:7]=[C:6]([N:33]2[CH:37]=[CH:36][CH:35]=[N:34]2)[CH:5]=[CH:4][C:3]=1[C:9]([N:11]1[C:17]2[CH:18]=[CH:19][CH:20]=[CH:21][C:16]=2[CH2:15][N:14]2[CH:22]=[CH:23][CH:24]=[C:13]2[CH2:12]1)=[O:10] |f:1.2|. Procedure: In the manner of Example 9's Method 1, employing (2-chloro-4-fluorophenyl)-(5H,11H-pyrrolo[2,1-c][1,4]benzodiazepin-10-yl)-methanone (1.0 g), 60% sodium hydride in oil (0.2 g, degreased with hexane), pyrazole (0.20 g) and dimethylformamide (25 ml), the title compound was obtained as an amorphous solid, MS, m/z: 389.2 (M+H)+, 777.1 (2M+H)+. Starting materials: CC(=O)Nc1ccc(Cl)cc1Br, C=C[Sn](CCCC)(CCCC)CCCC, Cc1ccccc1, Cl[Pd]Cl, c1ccc(P(c2ccccc2)c2ccccc2)cc1, c1ccc(P(c2ccccc2)c2ccccc2)cc1. Yields the product C=Cc1cc(Cl)ccc1NC(C)=O. RXN SMILES: [Br:1][c:2]1[c:3]([NH:9][C:10]([CH3:11])=[O:12])[cH:4][cH:5][c:6]([Cl:8])[cH:7]1.[CH2:13]([CH2:14][CH2:26][CH3:27])[Sn:15]([CH2:16][CH2:17][CH2:18][CH3:19])([CH2:20][CH2:21][CH2:22][CH3:23])[CH:24]=[CH2:25].[CH3:28][c:29]1[cH:30][cH:31][cH:32][cH:33][cH:34]1.[Pd:35]([Cl:36])[Cl:37].[c:38]1([P:39]([c:40]2[cH:41][cH:42][cH:43][cH:44][cH:45]2)[c:46]2[cH:47][cH:48][cH:49][cH:50][cH:51]2)[cH:52][cH:53][cH:54][cH:55][cH:56]1.[c:57]1([P:58]([c:59]2[cH:60][cH:61][cH:62][cH:63][cH:64]2)[c:65]2[cH:66][cH:67][cH:68][cH:69][cH:70]2)[cH:71][cH:72][cH:73][cH:74][cH:75]1>>[c:2]1([CH:13]=[CH2:14])[c:3]([NH:9][C:10]([CH3:11])=[O:12])[cH:4][cH:5][c:6]([Cl:8])[cH:7]1. The reactants are N1CC(OCC1)CN1C2=C(C=CC3=C1C=CC=C3)C=CC=C2 (5-(2-morpholinylmethyl)-5H-dibenz[b,f]azepine), [NH2-].[Na+] (sodium amide), ClC(Cl)(Cl)S(=O)(=O)OCC(F)(F)F (trifluoroethyl trichloromethylsulfonate), O (water). Solvent: O1CCCC1 (tetrahydrofuran), O1CCCC1 (tetrahydrofuran). Reaction conditions: temperature 40 celsius, time 30 minute. The product is FC(CN1CC(OCC1)CN1C2=C(C=CC3=C1C=CC=C3)C=CC=C2)(F)F (5-(4-trifluoroethyl-2-morpholinylmethyl)-5H-dibenz[b,f]azepine). Reaction SMILES: [NH:1]1[CH2:6][CH2:5][O:4][CH:3]([CH2:7][N:8]2[C:14]3[CH:15]=[CH:16][CH:17]=[CH:18][C:13]=3[CH:12]=[CH:11][C:10]3[CH:19]=[CH:20][CH:21]=[CH:22][C:9]2=3)[CH2:2]1.[NH2-].[Na+].ClC(S(O[CH2:33][C:34]([F:37])([F:36])[F:35])(=O)=O)(Cl)Cl.O>O1CCCC1>[F:35][C:34]([F:37])([F:36])[CH2:33][N:1]1[CH2:6][CH2:5][O:4][CH:3]([CH2:7][N:8]2[C:9]3[CH:22]=[CH:21][CH:20]=[CH:19][C:10]=3[CH:11]=[CH:12][C:13]3[CH:18]=[CH:17][CH:16]=[CH:15][C:14]2=3)[CH2:2]1 |f:1.2|. Procedure: To a solution of 5-(2-morpholinylmethyl)-5H-dibenz[b,f]azepine (0.23 g) in tetrahydrofuran was added sodium amide (0.063 g). The resulting mixture was stirred at 40° C for 30 minutes. To the reaction mixture was added trifluoroethyl trichloromethylsulfonate (0.265 g) in tetrahydrofuran at room temperature. The resulting mixture was stirred at 50° C for 5 hours. After cooling, the reaction mixture was admixed with water and extracted with ethyl acetate. The ethyl acetate extract was washed with w...